Dataset: the Open Reaction Database (ORD), a public repository of structured organic reaction records. Task: describe an organic reaction: reactants, conditions, products, and yield Isolated yield 104.1%. Reaction SMILES: C([N:8]1[CH2:13][CH2:12][C:11](=[O:14])[CH:10]([CH:15]([OH:17])[CH3:16])[CH2:9]1)C1C=CC=CC=1>C(O)C.[C].[Pd]>[OH:17][CH:15]([CH:10]1[C:11](=[O:14])[CH2:12][CH2:13][NH:8][CH2:9]1)[CH3:16] |f:2.3|. Reported procedure: In 100 ml of ethanol, 4.68 g (20 mmol) of the resulting 1-benzyl-3-(1-hydroxyethyl)-4-piperidone were dissolved. To the resulting solution, 0.5 g of 5% palladium-carbon were added, followed by stirring at 60° C. for 8 hours under a hydrogen gas atmosphere. After the completion of the reaction, the palladium-carbon was removed by filtration through Celite. The solvent was then distilled off under reduced pressure, whereby 2.98 g of 3-(1-hydroxyethyl)-4-piperidone were obtained as a colorless oil ... The product is OC(C)C1CNCCC1=O (3-(1-hydroxyethyl)-4-piperidone). Reaction conditions: temperature 60 celsius, time 8 hour. Solvent: C(C)O (ethanol). The reagents and catalysts are [C].[Pd] (palladium-carbon). Starting materials: C(C1=CC=CC=C1)N1CC(C(CC1)=O)C(C)O (1-benzyl-3-(1-hydroxyethyl)-4-piperidone). The reactants are [S-]C#N.[NH4+] (ammonium thiocyanate), C(C)C1=CC=CC=C1 (ethylbenzene), F (hydrofluoric acid). Run at time 20 hour. Yields the product C(C)C1=C(C(=S)N)C=CC=C1 (ethyl-thiobenzamide). Isolated yield 80.0%. As a reaction SMILES: [S-:1][C:2]#[N:3].[NH4+].[CH2:5]([C:7]1[CH:12]=[CH:11][CH:10]=[CH:9][CH:8]=1)[CH3:6].F>>[CH2:5]([C:7]1[CH:12]=[CH:11][CH:10]=[CH:9][C:8]=1[C:2]([NH2:3])=[S:1])[CH3:6] |f:0.1|. Reported procedure: In a polyethylene vessel having a capacity of 1 liter, at -20° C and with agitation, 46 g of ammonium thiocyanate (0.6 mol) and subsequently 53 g of ethylbenzene (0.5 mol) are added in portions to 0.5 l of 98% hydrofluoric acid. Subsequently, agitation is continued for 20 hours at room temperature, and the reaction mixture is then poured onto ice, thus causing the separation of a precipitate which slowly crystallizes. The precipitate is suction-filtered and washed with water. By steam distillati...